describe an organic reaction: reactants, conditions, products, and yield From a dataset of the Open Reaction Database (ORD), a public repository of structured organic reaction records. Starting materials: olefin, C(C(=C)C)(=O)OC (methyl methacrylate), C1(=CC=CC=C1)C (toluene), C(C(=C)C)(=O)OC (methyl methacrylate). Run at time 4 hour. Product: C(CCC)OC(C=C)=O (butylacrylate). RXN SMILES: [C:1]([O:6][CH3:7])(=[O:5])[C:2](C)=[CH2:3].[C:8]1(C)[CH:13]=CC=C[CH:9]=1>>[CH2:7]([O:6][C:1](=[O:5])[CH:2]=[CH2:3])[CH2:9][CH2:8][CH3:13]. Procedure: In a 50 ml internal volume flask, 1 g of the olefin copolymer obtained in the above described step (1) was introduced, and 3 ml of toluene and 5 ml of methyl methacrylate were added under nitrogen gas atmosphere. Thermal graft polymerization of methyl methacrylate was conducted at 80° C. for 4 hours. Product: O=S(=O)(c1ccc(Cl)cc1)C1CCN(c2ncccc2F)CC1. RXN SMILES: [CH2:34]1[O:35][CH2:36][CH2:37][O:38][CH2:39]1.[CH:25]([N:26]([CH2:27][CH3:28])[CH:29]([CH3:30])[CH3:31])([CH3:32])[CH3:33].[Cl:17][c:18]1[n:19][cH:20][cH:21][cH:22][c:23]1[F:24].[Cl:1][c:2]1[cH:3][cH:4][c:5]([S:8](=[O:9])(=[O:10])[CH:11]2[CH2:12][CH2:13][NH:14][CH2:15][CH2:16]2)[cH:6][cH:7]1>>[Cl:1][c:2]1[cH:3][cH:4][c:5]([S:8](=[O:9])(=[O:10])[CH:11]2[CH2:12][CH2:13][N:14]([c:18]3[n:19][cH:20][cH:21][cH:22][c:23]3[F:24])[CH2:15][CH2:16]2)[cH:6][cH:7]1. The reactants are C1COCCO1, CCN(C(C)C)C(C)C, Fc1cccnc1Cl, O=S(=O)(c1ccc(Cl)cc1)C1CCNCC1.